This data is from the Open Reaction Database (ORD), a public repository of structured organic reaction records. The task is: describe an organic reaction: reactants, conditions, products, and yield Reactants: [H-].[Na+] (sodium hydride), FC(C=1C=C(C=CC1)C1=CCN2C(NC(C=3N=CN1C23)=O)=O)(F)F (4-[3-(Trifluoromethyl)phenyl]-6H,8H-pyrimido[1,2,3-cd]purine-8,10(9H)-dione), C(C1=CC=CC=C1)Br (benzyl bromide). The solvent is CN(C=O)C (N,N-dimethylformamide). Run at time 2 hour. Product: C1(=CC=CC=C1)CN1C(N2C=3N(C=NC3C1=O)C(=CC2)C2=CC(=CC=C2)C(F)(F)F)=O (9-(Phenylmethyl)-4-[3-(trifluoromethyl)phenyl]-6H,8H-pyrimido[1,2,3-cd]purine-8,10(9H)-dione). Yield: 63.0%. Reaction SMILES: [F:1][C:2]([F:24])([F:23])[C:3]1[CH:4]=[C:5]([C:9]2[N:19]3[C:20]4[N:12]([C:13](=[O:22])[NH:14][C:15](=[O:21])[C:16]=4[N:17]=[CH:18]3)[CH2:11][CH:10]=2)[CH:6]=[CH:7][CH:8]=1.[H-].[Na+].[CH2:27](Br)[C:28]1[CH:33]=[CH:32][CH:31]=[CH:30][CH:29]=1>CN(C)C=O>[C:28]1([CH2:27][N:14]2[C:15](=[O:21])[C:16]3[N:17]=[CH:18][N:19]4[C:9]([C:5]5[CH:6]=[CH:7][CH:8]=[C:3]([C:2]([F:1])([F:23])[F:24])[CH:4]=5)=[CH:10][CH2:11][N:12]([C:20]=34)[C:13]2=[O:22])[CH:33]=[CH:32][CH:31]=[CH:30][CH:29]=1 |f:1.2|. Procedure details: To a stirred suspension of 5.0 g of 4-[3-(trifluoromethyl)phenyl]-6H,8H-pyrimido[1,2,3-cd]purine-8,10-(9H)-dione (prepared as described in Example 41) in 50 ml of dry N,N-dimethylformamide at room temperature, under nitrogen, was added 800 mg of sodium hydride (60% dispersion in mineral oil). The mixture was stirred for 2 hours, then 3.1 g of benzyl bromide was added and the mixture was stirred at room temperature for 40 hours. The mixture was evaporated to dryness and treated with water to give... Starting materials: crude product, CO (methanol), [OH-].[K+] (KOH), 16β fluoro-5-α-androsten-17-one, [H][H] (hydrogen), F[C@@H]1C([C@]2(C)[C@@H](C1)[C@@H]1CC[C@H]3CCCC[C@]3(C)[C@H]1CC2)=O (16β-fluoro-5α-androstan-17-one). Reagents/catalysts: [Pd] (palladium on carbon). The solvent is C(C)O (ethanol). Yields the product F[C@@H]1C([C@]2(C)[C@@H](C1)[C@@H]1CC[C@@H]3CCCC[C@]3(C)[C@H]1CC2)=O (16β-fluoro-5β-androstan-17-one). As a reaction SMILES: [H][H].[F:3][C@H:4]1[CH2:9][C@H:8]2[C@H:10]3[C@H:20]([CH2:21][CH2:22][C@:6]2([CH3:7])[C:5]1=[O:23])[C@:18]1([CH3:19])[C@H:13]([CH2:14][CH2:15][CH2:16][CH2:17]1)[CH2:12][CH2:11]3.CO.[OH-].[K+]>C(O)C.[Pd]>[F:3][C@H:4]1[CH2:9][C@H:8]2[C@H:10]3[C@H:20]([CH2:21][CH2:22][C@:6]2([CH3:7])[C:5]1=[O:23])[C@:18]1([CH3:19])[C@@H:13]([CH2:14][CH2:15][CH2:16][CH2:17]1)[CH2:12][CH2:11]3 |f:3.4|. Procedure: 250 mg of 16β fluoro-5-α-androsten-17-one in 50 ml of ethanol was treated with 50 mg of 5% palladium on carbon and hydrogen gas for 21/2hours. The reaction mixture, as indicated by the IR, is compatible with 16β-fluoro-5α-androstan-17-one. This crude product was treated with 5 ml methanol and 5 ml of 1N methanolic KOH for one hour. The mixturewas partitioned between methylene chloride and water and subjected to HPLC as indicated above. Crystallization of the less mobile component from methanol g... Reported procedure: Transfer the solution of [2-(1,3-dihydro-1,3-dioxo-2H-isoindol-2-yl)-1-oxo-3-phenylpropyl]-6-oxo-(S)-norleucine, methyl ester in methylene chloride (volume about 4.5 L) to a 12-liter flask and place under nitrogen atmosphere. Stir and add trifluoroacetic acid (440 mL, 5.71 mole) in one portion. Stir the resulting mixture at room temperature for one hour, then rapidly cool to about 0° C. Add a solution of sodium hydroxide (240 g, 6.0 mole) in water (3.4 L) in a slow stream to the vigorously stirr... The reactants are O=C1N(C(C2=CC=CC=C12)=O)C(C(=O)N[C@@H](CCCC=O)C(=O)OC)CC1=CC=CC=C1 ([2-(1,3-dihydro-1,3-dioxo-2H-isoindol-2-yl)-1-oxo-3-phenylpropyl]-6-oxo-(S)-norleucine, methyl ester), FC(C(=O)O)(F)F (trifluoroacetic acid), [OH-].[Na+] (sodium hydroxide). Run in C(Cl)Cl (methylene chloride), O (water). RXN SMILES: [O:1]=[C:2]1[C:10]2[C:5](=[CH:6][CH:7]=[CH:8][CH:9]=2)[C:4](=[O:11])[N:3]1[CH:12]([CH2:26][C:27]1[CH:32]=[CH:31][CH:30]=[CH:29][CH:28]=1)[C:13]([NH:15][C@H:16]([C:22]([O:24][CH3:25])=[O:23])[CH2:17][CH2:18][CH2:19][CH:20]=O)=[O:14].FC(F)(F)C(O)=O.[OH-].[Na+]>C(Cl)Cl.O>[O:11]=[C:4]1[C:5]2[C:10](=[CH:9][CH:8]=[CH:7][CH:6]=2)[C:2](=[O:1])[N:3]1[CH:12]([CH2:26][C:27]1[CH:32]=[CH:31][CH:30]=[CH:29][CH:28]=1)[C:13]([N:15]1[CH:20]=[CH:19][CH2:18][CH2:17][CH:16]1[C:22]([O:24][CH3:25])=[O:23])=[O:14] |f:2.3|. Run at temperature 0 celsius. Yield: 137.0%. Yields the product O=C1N(C(C2=CC=CC=C12)=O)C(C(=O)N1C(CCC=C1)C(=O)OC)CC1=CC=CC=C1 (N-[2-(1,3-Dihydro-1,3-dioxo-2H-isoindol-2-yl)-1-oxo-3-phenylpropyl]-1,2,3,4-tetrahydro-2-pyridinecarboxylic Acid, Methyl Ester). Reactants: C1COCCO1, Clc1nccc2nc(-c3ccc(C4OCCO4)cc3)c(-c3ccccc3)cc12, NN. Yields the product NNc1nccc2nc(-c3ccc(C4OCCO4)cc3)c(-c3ccccc3)cc12. As a reaction SMILES: [CH2:31]1[O:32][CH2:33][CH2:34][O:35][CH2:36]1.[Cl:1][c:2]1[c:3]2[cH:4][c:5](-[c:23]3[cH:24][cH:25][cH:26][cH:27][cH:28]3)[c:6](-[c:12]3[cH:13][cH:14][c:15]([CH:18]4[O:19][CH2:20][CH2:21][O:22]4)[cH:16][cH:17]3)[n:7][c:8]2[cH:9][cH:10][n:11]1.[NH2:29][NH2:30]>>[c:2]1([NH:29][NH2:30])[c:3]2[cH:4][c:5](-[c:23]3[cH:24][cH:25][cH:26][cH:27][cH:28]3)[c:6](-[c:12]3[cH:13][cH:14][c:15]([CH:18]4[O:19][CH2:20][CH2:21][O:22]4)[cH:16][cH:17]3)[n:7][c:8]2[cH:9][cH:10][n:11]1.